Dataset: the Open Reaction Database (ORD), a public repository of structured organic reaction records. Task: describe an organic reaction: reactants, conditions, products, and yield Reactants: O=[Ag], CO, N#Cc1cn(-c2ccc(C=O)o2)c2ccccc12, [Na+], C1CCOC1, [OH-]. The product is N#Cc1cn(-c2ccc(C(=O)O)o2)c2ccccc12. RXN SMILES: [Ag:28]=[O:29].[CH3:21][OH:22].[CH:1](=[O:2])[c:3]1[cH:4][cH:5][c:6](-[n:8]2[cH:9][c:10]([C:17]#[N:18])[c:11]3[cH:12][cH:13][cH:14][cH:15][c:16]23)[o:7]1.[Na+:20].[O:23]1[CH2:24][CH2:25][CH2:26][CH2:27]1.[OH-:19]>>[C:1](=[O:2])([c:3]1[cH:4][cH:5][c:6](-[n:8]2[cH:9][c:10]([C:17]#[N:18])[c:11]3[cH:12][cH:13][cH:14][cH:15][c:16]23)[o:7]1)[OH:19]. Reactants: COc1cc2[nH]ccc(=O)c2cn1, [Na+], [Na+], O=C([O-])[O-], O, O=P(Cl)(Cl)Cl. The product is COc1cc2nccc(Cl)c2cn1. RXN SMILES: [CH3:1][O:2][c:3]1[n:4][cH:5][c:6]2[c:7](=[O:13])[cH:8][cH:9][nH:10][c:11]2[cH:12]1.[Na+:19].[Na+:20].[O-:21][C:22](=[O:23])[O-:24].[OH2:25].[P:14]([Cl:15])([Cl:16])([Cl:17])=[O:18]>>[CH3:1][O:2][c:3]1[n:4][cH:5][c:6]2[c:7]([Cl:16])[cH:8][cH:9][n:10][c:11]2[cH:12]1. Reactants: Cl.FC=1C=C2C=CN=CC2=CC1 (6-fluoro-isoquinoline hydrochloride), N[C@H]1CC[C@H](CC1)O (cis-4-amino-cyclohexanol). Product: C1=NC=CC2=CC(=CC=C12)O[C@H]1CC[C@H](CC1)N (cis-4-(Isoquinolin-6-yloxy)-cyclohexylamine). Reaction SMILES: Cl.F[C:3]1[CH:4]=[C:5]2[C:10](=[CH:11][CH:12]=1)[CH:9]=[N:8][CH:7]=[CH:6]2.[NH2:13][C@@H:14]1[CH2:19][CH2:18][C@H:17]([OH:20])[CH2:16][CH2:15]1>>[CH:9]1[C:10]2[C:5](=[CH:4][C:3]([O:20][C@@H:17]3[CH2:18][CH2:19][C@H:14]([NH2:13])[CH2:15][CH2:16]3)=[CH:12][CH:11]=2)[CH:6]=[CH:7][N:8]=1 |f:0.1|. Procedure: Starting from 6-fluoro-isoquinoline hydrochloride and cis-4-amino-cyclohexanol the title compound was prepared following the protocol described for compound (15). Rt=0.64 min (Method B). Detected mass: 243.2 (M+H+). Reactants: CC(C)(C)[Si](C)(C)Cl, CC(CO)CCCCOCc1ccccc1, Cl, CN(C)C=O, c1c[nH]cn1. Yields the product CC(CCCCOCc1ccccc1)CO[Si](C)(C)C(C)(C)C. RXN SMILES: [C:22]([CH3:23])([CH3:24])([CH3:25])[Si:26]([CH3:27])([CH3:28])[Cl:29].[CH2:1]([c:2]1[cH:3][cH:4][cH:5][cH:6][cH:7]1)[O:8][CH2:9][CH2:10][CH2:11][CH2:12][CH:13]([CH2:14][OH:15])[CH3:16].[ClH:30].[O:31]=[CH:32][N:33]([CH3:34])[CH3:35].[nH:17]1[cH:18][cH:19][n:20][cH:21]1>>[CH2:1]([c:2]1[cH:3][cH:4][cH:5][cH:6][cH:7]1)[O:8][CH2:9][CH2:10][CH2:11][CH2:12][CH:13]([CH2:14][O:15][Si:26]([C:22]([CH3:23])([CH3:24])[CH3:25])([CH3:27])[CH3:28])[CH3:16]. Starting materials: ClC1=CC=C(C=C1)NC(C1=CC=C(C=C1)C1=NC(=NC=C1)Cl)=O (N-(4-chloro-phenyl)-4-(2-chloro-pyrimidin-4-yl)-benzamide), C(C)OC(=O)C=1C(=NN(C1N)C1=CC=CC=C1)SC (5-amino-3-methylsulfanyl-1-phenyl-1H-pyrazole-4-carboxylic acid ethyl ester). The product is ClC1=CC=C(C=C1)N1C(=NC2=C(C1=O)C(=NN2C2=CC=CC=C2)SC)C2=CC=C(C=C2)C2=NC(=NC=C2)Cl (5-(4-Chloro-phenyl)-6-[4-(2-chloro-pyrimidin-4-yl)-phenyl]-3-methylsulfanyl-1-phenyl-1,5-dihydro-pyrazolo[3,4-d]pyrimidin-4-one). RXN SMILES: [Cl:1][C:2]1[CH:7]=[CH:6][C:5]([NH:8][C:9](=O)[C:10]2[CH:15]=[CH:14][C:13]([C:16]3[CH:21]=[CH:20][N:19]=[C:18]([Cl:22])[N:17]=3)=[CH:12][CH:11]=2)=[CH:4][CH:3]=1.C([O:26][C:27]([C:29]1[C:30]([S:41][CH3:42])=[N:31][N:32]([C:35]2[CH:40]=[CH:39][CH:38]=[CH:37][CH:36]=2)[C:33]=1[NH2:34])=O)C>>[Cl:1][C:2]1[CH:7]=[CH:6][C:5]([N:8]2[C:27](=[O:26])[C:29]3[C:30]([S:41][CH3:42])=[N:31][N:32]([C:35]4[CH:40]=[CH:39][CH:38]=[CH:37][CH:36]=4)[C:33]=3[N:34]=[C:9]2[C:10]2[CH:15]=[CH:14][C:13]([C:16]3[CH:21]=[CH:20][N:19]=[C:18]([Cl:22])[N:17]=3)=[CH:12][CH:11]=2)=[CH:4][CH:3]=1. Procedure details: 5-(4-Chloro-phenyl)-6-[4-(2-chloro-pyrimidin-4-yl)-phenyl]-3-methylsulfanyl-1-phenyl-1,5-dihydro-pyrazolo[3,4-d]pyrimidin-4-one is prepared from N-(4-chloro-phenyl)-4-(2-chloro-pyrimidin-4-yl)-benzamide and 5-amino-3-methylsulfanyl-1-phenyl-1H-pyrazole-4-carboxylic acid ethyl ester by following a similar procedure as described in example 2. 1H NMR (CDCl3) δ (ppm) 8.68(d, 1H), 8.15(d, 2H), 8.01(d, 2H), 7.63(d, 1H), 7.49(m, 4H), 7.32(m, 3H). 7.11(d, 2H), 2.73(s, 3H). HPLC-MS calculated C28H18Cl2N6... Starting materials: C(C)OC=1C=C(OCC(=O)NC2=C(C=C(C=C2)O)NCC(C)C)C=CC1 (2-(3-Ethoxyphenoxy)-N-[4-hydroxy-2-(isobutylamino)phenyl]acetamide), resultant solution. Run in CC(=O)O (AcOH). The product is C(C)OC=1C=C(OCC2=NC3=C(N2CC(C)C)C=C(C=C3)O)C=CC1 (2-[(3-Ethoxyphenoxy)methyl]-1-isobutylbenzimidazol-6-ol). Yield: 87.4%. RXN SMILES: [CH2:1]([O:3][C:4]1[CH:5]=[C:6]([CH:24]=[CH:25][CH:26]=1)[O:7][CH2:8][C:9]([NH:11][C:12]1[CH:17]=[CH:16][C:15]([OH:18])=[CH:14][C:13]=1[NH:19][CH2:20][CH:21]([CH3:23])[CH3:22])=O)[CH3:2]>CC(O)=O>[CH2:1]([O:3][C:4]1[CH:5]=[C:6]([CH:24]=[CH:25][CH:26]=1)[O:7][CH2:8][C:9]1[N:19]([CH2:20][CH:21]([CH3:23])[CH3:22])[C:13]2[CH:14]=[C:15]([OH:18])[CH:16]=[CH:17][C:12]=2[N:11]=1)[CH3:2]. Procedure details: A 250 mL flask fitted with a stir-bar and condenser was charged with amine 65b (10.0 g, 27.9 mmol) and AcOH (100 mL). The resultant solution was heated in a 100° C. bath for 1 hr, then concentrated in vacuo to a brown oil. The oil was taken up in EtOAc (200 mL) and washed with saturated NaHCO3 (2×100 mL) and brine (100 mL). Isopropanol (50 mL) and CH2Cl2 (50 mL) were added to break the emulsion. The organic solution was filtered through phase separation paper and concentrated in vacuo to a red-t...